Task: describe an organic reaction: reactants, conditions, products, and yield. Dataset: the Open Reaction Database (ORD), a public repository of structured organic reaction records The reactants are C=CC=C, O=C(O)C1CC=CCC1, C=CC(=O)O, O=C(c1ccccc1)C1CCCCC1. Yields the product O=C(O)C1CCCCC1. As a reaction SMILES: [CH2:15]=[CH:16][CH:17]=[CH2:18].[CH:24]1([C:30](=[O:31])[OH:32])[CH2:25][CH:26]=[CH:27][CH2:28][CH2:29]1.[OH:19][C:20]([CH:21]=[CH2:22])=[O:23].[c:1]1([C:2]([CH:3]2[CH2:4][CH2:5][CH2:6][CH2:7][CH2:8]2)=[O:9])[cH:10][cH:11][cH:12][cH:13][cH:14]1>>[CH:24]1([C:30](=[O:31])[OH:32])[CH2:25][CH2:26][CH2:27][CH2:28][CH2:29]1. Reactants: Cl (hydrogen chloride), C(C1=CC=CC=C1)N1[C@@]2([C@@H](CC[C@H]1[C@@H](C2)N2N=NN=C2)O[C@@H](C)C2=CC(=CC(=C2)C(F)(F)F)C(F)(F)F)C2=CC=CC=C2 ((1R*,2R*,5S*,6R*)-8-Benzyl-2-{(1S*)-1-[3,5-bis(trifluoromethyl)phenyl]ethoxy}-1-phenyl-6-(1H-tetrazol-1-yl)-8-azabicyclo[3.2.1]octane), hydrochloride salt, Cl (hydrochloric acid). The reagents and catalysts are [OH-].[Pd+2].[OH-] (palladium hydroxide). Solvent: C(C)OCC (diethyl ether), C(C)OCC (diethyl ether), CO (methanol). Conditions: time 30 minute. Yields the product Cl.FC(C=1C=C(C=C(C1)C(F)(F)F)[C@H](C)O[C@H]1[C@@]2(C[C@H]([C@H](CC1)N2)N2N=NN=C2)C2=CC=CC=C2)(F)F ((1R*,2R*,5S*,6R*)-2-{(1S*)-1-[3,5-Bis(trifluoromethyl)phenyl]ethoxy}-1-phenyl-6-(1H-tetrazol-1-yl)-8-azabicyclo[3.2.1]octane hydrochloride). RXN SMILES: C([N:8]1[C@@H:13]2[C@H:14]([N:16]3[CH:20]=[N:19][N:18]=[N:17]3)[CH2:15][C@@:9]1([C:38]1[CH:43]=[CH:42][CH:41]=[CH:40][CH:39]=1)[C@H:10]([O:21][C@H:22]([C:24]1[CH:29]=[C:28]([C:30]([F:33])([F:32])[F:31])[CH:27]=[C:26]([C:34]([F:37])([F:36])[F:35])[CH:25]=1)[CH3:23])[CH2:11][CH2:12]2)C1C=CC=CC=1.[ClH:44]>CO.C(OCC)C.[OH-].[Pd+2].[OH-]>[ClH:44].[F:32][C:30]([F:31])([F:33])[C:28]1[CH:29]=[C:24]([C@@H:22]([O:21][C@@H:10]2[CH2:11][CH2:12][C@@H:13]3[NH:8][C@@:9]2([C:38]2[CH:43]=[CH:42][CH:41]=[CH:40][CH:39]=2)[CH2:15][C@H:14]3[N:16]2[CH:20]=[N:19][N:18]=[N:17]2)[CH3:23])[CH:25]=[C:26]([C:34]([F:35])([F:37])[F:36])[CH:27]=1 |f:4.5.6,7.8|. Reported procedure: (1R*,2R*,5S*,6R*)-8-Benzyl-2-{(1S*)-1-[3,5-bis(trifluoromethyl)phenyl]ethoxy}-1-phenyl-6-(1H-tetrazol-1-yl)-8-azabicyclo[3.2.1]octane (Example 135; 158 mg, 0.26 mmol) was dissolved in methanol (5 ml) and 2N hydrochloric acid (0.5 ml) and 10% palladium hydroxide (40 mg) added and the mixture hydrogenated at 50 psi for 30 minutes. The reaction mixture was then filtered and concentrated in vacuo. The oil was partitioned between saturated sodium hydrogen carbonate solution and dichloromethane and th...